From a dataset of the Open Reaction Database (ORD), a public repository of structured organic reaction records. describe an organic reaction: reactants, conditions, products, and yield Starting materials: ClC1=CC=C(OCC(=O)O)C=C1 ((4-chlorophenoxy)acetic acid), 1,1-carbonyldiimidazole, NC1CCN(CC1)C(=O)OC(C)(C)C (tert-butyl 4-amino-1-piperidinecarboxylate). The product is ClC1=CC=C(OCC(=O)NC2CCN(CC2)C(=O)OC(C)(C)C)C=C1 (tert-Butyl 4-{[(4-chlorophenoxy)acetyl]amino}-1-piperidinecarboxylate). The yield is 63.7%. RXN SMILES: [Cl:1][C:2]1[CH:12]=[CH:11][C:5]([O:6][CH2:7][C:8]([OH:10])=O)=[CH:4][CH:3]=1.[NH2:13][CH:14]1[CH2:19][CH2:18][N:17]([C:20]([O:22][C:23]([CH3:26])([CH3:25])[CH3:24])=[O:21])[CH2:16][CH2:15]1>>[Cl:1][C:2]1[CH:3]=[CH:4][C:5]([O:6][CH2:7][C:8]([NH:13][CH:14]2[CH2:15][CH2:16][N:17]([C:20]([O:22][C:23]([CH3:26])([CH3:25])[CH3:24])=[O:21])[CH2:18][CH2:19]2)=[O:10])=[CH:11][CH:12]=1. Procedure details: Prepared following the method of Example 94 using (4-chlorophenoxy)acetic acid (0.50 g), 1,1-carbonyldiimidazole (0.50 g) and tert-butyl 4-amino-1-piperidinecarboxylate (0.46 g) to give the subtitle compound (0.54 g). The reactants are CCCCCCCCc1ccc(CCl)cc1, CC(=O)[O-], CC(=O)O, [K+], O. The product is CCCCCCCCc1ccc(CO)cc1. RXN SMILES: [CH2:1]([CH2:2][CH2:3][CH2:4][CH2:5][CH2:6][CH2:7][CH3:8])[c:9]1[cH:10][cH:11][c:12]([CH2:13][Cl:14])[cH:15][cH:16]1.[CH3:18][C:19]([O-:20])=[O:21].[CH3:22][C:23](=[O:24])[OH:25].[K+:17].[OH2:26]>>[CH2:1]([CH2:2][CH2:3][CH2:4][CH2:5][CH2:6][CH2:7][CH3:8])[c:9]1[cH:10][cH:11][c:12]([CH2:13][OH:20])[cH:15][cH:16]1. The reactants are CN1C(=NC=2C1=NC=CC2)S(=O)(=O)C (3-Methyl-2-(methylsulfonyl)-3H-imidazo[4,5-b]pyridine), OC1=CC=C(C=C1)N1C(N(C=2C1=NC=CC2)C(C)C)=O (3-(4-hydroxyphenyl)-1-(1-methylethyl)-1,3-dihydro-2H-imidazo[4,5-b]pyridin-2-one), [H-].[Na+] (NaH). The yield is 30.6%. Solvent: CN(C)C=O (DMF), CO (MeOH). Run at temperature 180 celsius. Yields the product CC(C)N1C(N(C2=NC=CC=C21)C2=CC=C(C=C2)OC2=NC=1C(=NC=CC1)N2C)=O (1-(1-methylethyl)-3-{4-[(3-methyl-3H-imidazo[4,5-b]pyridin-2-yl)oxy]phenyl}-1,3-dihydro-2H-imidazo[4,5-b]pyridin-2-one). Reaction SMILES: [CH3:1][N:2]1[C:6]2=[N:7][CH:8]=[CH:9][CH:10]=[C:5]2[N:4]=[C:3]1S(C)(=O)=O.[OH:15][C:16]1[CH:21]=[CH:20][C:19]([N:22]2[C:26]3=[N:27][CH:28]=[CH:29][CH:30]=[C:25]3[N:24]([CH:31]([CH3:33])[CH3:32])[C:23]2=[O:34])=[CH:18][CH:17]=1.[H-].[Na+]>CN(C=O)C.CO>[CH3:33][CH:31]([N:24]1[C:25]2[C:26](=[N:27][CH:28]=[CH:29][CH:30]=2)[N:22]([C:19]2[CH:18]=[CH:17][C:16]([O:15][C:3]3[N:2]([CH3:1])[C:6]4=[N:7][CH:8]=[CH:9][CH:10]=[C:5]4[N:4]=3)=[CH:21][CH:20]=2)[C:23]1=[O:34])[CH3:32] |f:2.3|. Reported procedure: 3-Methyl-2-(methylsulfonyl)-3H-imidazo[4,5-b]pyridine (270 mg) was added to a solution of 3-(4-hydroxyphenyl)-1-(1-methylethyl)-1,3-dihydro-2H-imidazo[4,5-b]pyridin-2-one (330 mg) and NaH (53.9 mg) in DMF (5 mL) at 100° C. The mixture was heated at 180° C. for 30 min under microwave irradiation. The reaction mixture was diluted with MeOH and concentrated in vacuo. The residue was purified by column chromatography (NH silica gel, eluted with 0%-50% EtOAc in hexane) to give 1-(1-methylethyl)-3-{4-... Reactants: Cn1nccc1O, ClC(Cl)Cl, O=C(Cl)c1ccc(Cl)cc1Cl, [Na+], [OH-]. Product: Cn1nccc1OC(=O)c1ccc(Cl)cc1Cl. As a reaction SMILES: [CH3:3][n:4]1[n:5][cH:6][cH:7][c:8]1[OH:9].[CH:21]([Cl:22])([Cl:23])[Cl:24].[Cl:10][c:11]1[c:12]([C:13](=[O:14])[Cl:15])[cH:16][cH:17][c:18]([Cl:20])[cH:19]1.[Na+:2].[OH-:1]>>[CH3:3][n:4]1[n:5][cH:6][cH:7][c:8]1[O:9][C:13]([c:12]1[c:11]([Cl:10])[cH:19][c:18]([Cl:20])[cH:17][cH:16]1)=[O:14].